Dataset: the Open Reaction Database (ORD), a public repository of structured organic reaction records. Task: describe an organic reaction: reactants, conditions, products, and yield The reactants are [N+](=O)([O-])C1=CC=C(COC(=O)[C@H]2C([S@@]([C@H]3N2C([C@H]3NC(=O)OCC3=CC=C(C=C3)[N+](=O)[O-])=O)=O)(C)C)C=C1 ((1S,3S,5R,6R) 6-(4-nitrobenzyloxycarbonyl)amino-2,2-dimethylpenam-3-carboxylic acid-1-oxide p-nitrobenzyl ester), ClC(C(=O)N=C=O)(Cl)Cl (trichloroacetyl isocyanate), O1CCOCC1 (dioxane). Run at time 0.5 hour. Product: [N+](=O)([O-])C1=CC=C(COC(=O)[C@H]2[C@](S[C@H]3N2C([C@H]3NC(=O)OCC3=CC=C(C=C3)[N+](=O)[O-])=O)(C)COC(N)=O)C=C1 ((2R,3S,5R,6R) 6-(4-Nitrobenzyloxycarbonyl)amino-2-carbamoyloxymethyl-2-methylpenam-3-carboxylic Acid p-Nitrobenzyl Ester). As a reaction SMILES: [N+:1]([C:4]1[CH:38]=[CH:37][C:7]([CH2:8][O:9][C:10]([C@@H:12]2[N:16]3[C:17](=[O:33])[C@@H:18]([NH:19][C:20]([O:22][CH2:23][C:24]4[CH:29]=[CH:28][C:27]([N+:30]([O-:32])=[O:31])=[CH:26][CH:25]=4)=[O:21])[C@H:15]3[S@@:14](=O)[C:13]2([CH3:36])[CH3:35])=[O:11])=[CH:6][CH:5]=1)([O-:3])=[O:2].ClC(Cl)(Cl)C([N:43]=[C:44]=[O:45])=O.[O:48]1CCOCC1>>[N+:1]([C:4]1[CH:38]=[CH:37][C:7]([CH2:8][O:9][C:10]([C@@H:12]2[N:16]3[C:17](=[O:33])[C@@H:18]([NH:19][C:20]([O:22][CH2:23][C:24]4[CH:29]=[CH:28][C:27]([N+:30]([O-:32])=[O:31])=[CH:26][CH:25]=4)=[O:21])[C@H:15]3[S:14][C@:13]2([CH2:36][O:48][C:44](=[O:45])[NH2:43])[CH3:35])=[O:11])=[CH:6][CH:5]=1)([O-:3])=[O:2]. Procedure details: A mixture of (1S,3S,5R,6R) 6-(4-nitrobenzyloxycarbonyl)amino-2,2-dimethylpenam-3-carboxylic acid-1-oxide p-nitrobenzyl ester (8.19 g, 15.0 mmol), trichloroacetyl isocyanate (5.0 ml, 7.9 g, 42 mmol) and dioxane (75 ml) was refluxed under nitrogen for 3.5 hours and concentrated in vacuo to a light brown oil. The oil was stirred with warm methanol (150 ml) for 0.5 hour and the solution was decanted from a small amount of dark residue. The methanol solution was adjusted to pH 7.4 with 5% sodium bica... Starting materials: C1(=CC=CC=C1)COC(=O)NC=1NC=2C(=NC=C(C2)C=2C=CC3=C(CN(CCO3)C(=O)OC(C)(C)C)C2)N1 (1,1-dimethylethyl 7-[2-({[(phenylmethyl)oxy]carbonyl}amino)-1H-imidazo[4,5-b]pyridin-6-yl]-2,3-dihydro-1,4-benzoxazepine-4(5H)-carboxylate), FC(C(=O)O)(F)F (trifluoroacetic acid). Run in ClCCl (dichloromethane). Conditions: temperature 50 celsius. The product is O1CCNCC2=C1C=CC(=C2)C=2C=C1C(=NC2)N=C(N1)NC(OCC1=CC=CC=C1)=O (phenylmethyl [6-(2,3,4,5-tetrahydro-1,4-benzoxazepin-7-yl)-1H-imidazo[4,5-b]pyridin-2-yl]carbamate), bis-trifluoroacetate. The yield is 95.0%. RXN SMILES: [C:1]1([CH2:7][O:8][C:9]([NH:11][C:12]2[NH:13][C:14]3[C:15]([N:38]=2)=[N:16][CH:17]=[C:18]([C:20]2[CH:21]=[CH:22][C:23]4[O:29][CH2:28][CH2:27][N:26](C(OC(C)(C)C)=O)[CH2:25][C:24]=4[CH:37]=2)[CH:19]=3)=[O:10])[CH:6]=[CH:5][CH:4]=[CH:3][CH:2]=1.FC(F)(F)C(O)=O>ClCCl>[O:29]1[C:23]2[CH:22]=[CH:21][C:20]([C:18]3[CH:19]=[C:14]4[NH:13][C:12]([NH:11][C:9](=[O:10])[O:8][CH2:7][C:1]5[CH:2]=[CH:3][CH:4]=[CH:5][CH:6]=5)=[N:38][C:15]4=[N:16][CH:17]=3)=[CH:37][C:24]=2[CH2:25][NH:26][CH2:27][CH2:28]1. Procedure details: To a solution of 1,1-dimethylethyl 7-[2-({[(phenylmethyl)oxy]carbonyl}amino)-1H-imidazo[4,5-b]pyridin-6-yl]-2,3-dihydro-1,4-benzoxazepine-4(5H)-carboxylate (0.49 g, 1.9 mmol) in dichloromethane (10 mL) was added trifluoroacetic acid (10 mL) and the resulting solution was heated at 50° C. After 1 h the reaction mixture was concentrated and the residue was concentrated three times from ethyl acetate (30 mL) to afford phenylmethyl [6-(2,3,4,5-tetrahydro-1,4-benzoxazepin-7-yl)-1H-imidazo[4,5-b]pyrid... The reactants are ClC=1C=CC2=C(SC(=C2)S(=O)(=O)Cl)C1 (6-chloro-benzo[b]thiophene-2-sulfonyl chloride), Cl.NC1C(N(CC1)CC1=CC=2C(=NC=CC2N1S(=O)(=O)C1=CC=CC=C1)Cl)=O (3-amino-1-(1-benzenesulfonyl-4-chloro-1H-pyrrolo[3,2-c]pyridin-2-ylmethyl)-pyrrolidin-2-one hydrochloride). Yields the product ClC1=NC=CC2=C1C=C(N2)CN2C([C@H](CC2)NS(=O)(=O)C2=CC1=C(S2)C=C(C=C1)Cl)=O (6-Chloro-benzo[b]thiophene-2-sulfonic Acid [1-(4-Chloro-1H-pyrrolo[3,2-c]pyridin-2-ylmethyl)-2-oxopyrrolidin-3-(S)-yl]-amide), product. RXN SMILES: [Cl:1][C:2]1[CH:3]=[CH:4][C:5]2[CH:9]=[C:8]([S:10](Cl)(=[O:12])=[O:11])[S:7][C:6]=2[CH:14]=1.Cl.[NH2:16][CH:17]1[CH2:21][CH2:20][N:19]([CH2:22][C:23]2[N:31](S(C3C=CC=CC=3)(=O)=O)[C:30]3[CH:29]=[CH:28][N:27]=[C:26]([Cl:41])[C:25]=3[CH:24]=2)[C:18]1=[O:42]>>[Cl:41][C:26]1[C:25]2[CH:24]=[C:23]([CH2:22][N:19]3[CH2:20][CH2:21][C@H:17]([NH:16][S:10]([C:8]4[S:7][C:6]5[CH:14]=[C:2]([Cl:1])[CH:3]=[CH:4][C:5]=5[CH:9]=4)(=[O:12])=[O:11])[C:18]3=[O:42])[NH:31][C:30]=2[CH:29]=[CH:28][N:27]=1 |f:1.2|. Reported procedure: The title compound is prepared as described in EXAMPLE 1, Part K using 6-chloro-benzo[b]thiophene-2-sulfonyl chloride and 3-amino-1-(1-benzenesulfonyl-4-chloro-1H-pyrrolo[3,2-c]pyridin-2-ylmethyl)-pyrrolidin-2-one hydrochloride as the starting material. The crude product is purified by column chromatography eluting with a gradient of 1% MeOH/CH2Cl2 to 3% MeOH/CH2Cl2 to give the product as a white solid. The reactants are C1(=CC=CC=C1)C(C)O (1-phenylethanol), C1(=CC=CC=C1)C(C)O (1-phenylethanol), ON1C(C=2C(C1=O)=CC=CC2)=O (N-hydroxyphthalimide), OO (hydrogen peroxide). Run in C(C)(=O)OCC (ethyl acetate). Conditions: temperature 75 celsius, time 24 hour. The product is C(C)(=O)C1=CC=CC=C1 (acetophenone). Isolated yield 40.0%. As a reaction SMILES: [C:1]1([CH:7]([OH:9])[CH3:8])[CH:6]=[CH:5][CH:4]=[CH:3][CH:2]=1.ON1C(=O)C2=CC=CC=C2C1=O.OO>C(OCC)(=O)C>[C:7]([C:1]1[CH:6]=[CH:5][CH:4]=[CH:3][CH:2]=1)(=[O:9])[CH3:8]. Procedure: A mixture of 5 mmol of 1-phenylethanol, 0.5 mmol of N-hydroxyphthalimide, and 5 ml of ethyl acetate was stirred at 75° C. in an air atmosphere (5 atm) for 24 hours. An iodometric analysis of a reaction mixture revealed that hydrogen peroxide was formed in yield of 35% (selectivity: 86%). Separately, a gas chromatographic analysis of the reaction mixture revealed that the conversion rate from 1-phenylethanol was 40%, and acetophenone was formed in yield of 40%. The reactants are COC(=O)[C@@]1(N(CC[C@H]1O[Si](C)(C)C(C)(C)C)C(=O)OC(C)(C)C)C ((2R,3R)-3-(tert-Butyldimethylsilanyloxy)-2-methylpyrrolidine-1,2-dicarboxylic acid 1-tert-butyl ester-2-methyl ester), C1CCC2=NCCCN2CC1 (DBU), CCN(C(C)C)C(C)C (Hunig's base), ClC1=C(C#N)C=CC(=C1C)N=C=O (2-chloro-4-isocyanato-3-methylbenzonitrile). The solvent is C(Cl)Cl (CH2Cl2), C(=O)(C(F)(F)F)O (TFA). Conditions: time 10 minute. Yields the product [Si](C)(C)(C(C)(C)C)O[C@@H]1CCN2C(N(C([C@]21C)=O)C2=C(C(=C(C#N)C=C2)Cl)C)=O ((7R,7aR)-4-[7-(tert-Butyldimethylsilanyloxy)-7a-methyl-1,3-dioxotetrahydropyrrolo[1,2-c]imidazol-2-yl]-2-chloro-3-methyl-benzonitrile). The yield is 88.9%. RXN SMILES: CO[C:3]([C@@:5]1([CH3:25])[C@H:9]([O:10][Si:11]([C:14]([CH3:17])([CH3:16])[CH3:15])([CH3:13])[CH3:12])[CH2:8][CH2:7][N:6]1[C:18](OC(C)(C)C)=[O:19])=[O:4].CCN(C(C)C)C(C)C.[Cl:35][C:36]1[C:43]([CH3:44])=[C:42]([N:45]=C=O)[CH:41]=[CH:40][C:37]=1[C:38]#[N:39].C1CCN2C(=NCCC2)CC1>C(Cl)Cl.C(O)(C(F)(F)F)=O>[Si:11]([O:10][C@H:9]1[C@@:5]2([CH3:25])[N:6]([C:18](=[O:19])[N:45]([C:42]3[CH:41]=[CH:40][C:37]([C:38]#[N:39])=[C:36]([Cl:35])[C:43]=3[CH3:44])[C:3]2=[O:4])[CH2:7][CH2:8]1)([C:14]([CH3:15])([CH3:17])[CH3:16])([CH3:13])[CH3:12]. Procedure details: A solution of (2R,3R)-3-(tert-Butyldimethylsilanyloxy)-2-methyl-pyrrolidine-1,2-dicarboxylic acid 1-tert-butyl ester-2-methyl ester (60A) (52 mg, 0.14 mmol) in CH2Cl2 (1.5 mL) and TFA (0.5 mL) was stirred at rt for 2 h. The reaction was concentrated under reduced pressure and dried under vacuum. The residue was dissolved in CH2Cl2 (1.5 mL) and Hunig's base (60 μL, 0.35 mmol) was added. After stirring at rt for 10 min, 2-chloro-4-isocyanato-3-methylbenzonitrile (34 mg, 0.18 mmol) was added and th...